This data is from the Open Reaction Database (ORD), a public repository of structured organic reaction records. The task is: describe an organic reaction: reactants, conditions, products, and yield Reactants: COC1=C2[C@@H]3CC[C@H]4C(CCC[C@@]4([C@H]3CS(C2=CC(=C1)OC)(=O)=O)C)(C)C ((1R,10S,11S,16S)-3,5-dimethoxy-11,15,15-trimethyl-8λ6-thiatetracyclo[8.8.0.02,7.011,16]octadeca-2,4,6-triene-8,8-dione), ClCCl (dichloromethane), B(Br)(Br)Br (boron tribromide). Run at time 60 hour. The product is OC1=CC(=C2[C@@]3(CC[C@H]4C(CCC[C@@]4([C@H]3CS(C2=C1)(=O)=O)C)(C)C)C)OC ((1R,10R,11S,16S)-5-hydroxy-3-methoxy-1,11,15,15-tetramethyl-8λ6-thiatetracyclo[8.8.0.02,7.011,16]octadeca-2,4,6-triene-8,8-dione). Yield: 60.0%. Reaction SMILES: [CH3:1][O:2][C:3]1[CH:20]=[C:19]([O:21]C)[CH:18]=[C:17]2[C:4]=1[C@H:5]1[C@H:14]([CH2:15][S:16]2(=[O:24])=[O:23])[C@:13]2([CH3:25])[C@H:8]([C:9]([CH3:27])([CH3:26])[CH2:10][CH2:11][CH2:12]2)[CH2:7][CH2:6]1.B(Br)(Br)Br.Cl[CH2:33]Cl>>[OH:21][C:19]1[CH:18]=[C:17]2[C:4]([C@@:5]3([CH3:33])[C@H:14]([CH2:15][S:16]2(=[O:24])=[O:23])[C@:13]2([CH3:25])[C@H:8]([C:9]([CH3:27])([CH3:26])[CH2:10][CH2:11][CH2:12]2)[CH2:7][CH2:6]3)=[C:3]([O:2][CH3:1])[CH:20]=1. Procedure details: To a suspension of compound 23 (5.00 g, 12.3 mmol) in dichloromethane (20 mL) at 0° C. under argon was slowly added boron tribromide (1.0 M in DCM, 12.5 mL, 12.5 mmol). The mixture was stirred for 60 h then concentrated. The residue was dissolved in ethyl acetate (50 mL), quenched with water (250 mL) and extracted with ethyl acetate (2×200 mL). The organic layer was washed with brine (2×250 mL) then dried (MgSO4) and concentrated to afford a brown foam. The crude product was purified by column c... Starting materials: C(C)OC(=O)C1(CCC1)C1=CC(N(C1)[C@@H](C)C1=CC=CC=C1)=O (4-(1-Ethoxycarbonylcyclobutyl)-1-[(S)-1-phenylethyl]-3-pyrrolin-2-one), [H][H] (hydrogen). The reagents and catalysts are [Pt]=O (platinum oxide). Solvent: C(C)O (ethanol). Yields the product C(C)OC(=O)C1(CCC1)C1CC(N(C1)[C@@H](C)C1=CC=CC=C1)=O (4-(1-Ethoxycarbonylcyclobutyl)-1-[(S)-1-phenylethyl]-2-pyrrolidone). Isolated yield 72.6%. As a reaction SMILES: [CH2:1]([O:3][C:4]([C:6]1([C:10]2[CH2:14][N:13]([C@H:15]([C:17]3[CH:22]=[CH:21][CH:20]=[CH:19][CH:18]=3)[CH3:16])[C:12](=[O:23])[CH:11]=2)[CH2:9][CH2:8][CH2:7]1)=[O:5])[CH3:2].[H][H]>C(O)C.[Pt]=O>[CH2:1]([O:3][C:4]([C:6]1([CH:10]2[CH2:14][N:13]([C@H:15]([C:17]3[CH:18]=[CH:19][CH:20]=[CH:21][CH:22]=3)[CH3:16])[C:12](=[O:23])[CH2:11]2)[CH2:7][CH2:8][CH2:9]1)=[O:5])[CH3:2]. Reported procedure: 4-(1-Ethoxycarbonylcyclobutyl)-1-[(S)-1-phenylethyl]-3-pyrrolin-2-one (9.57 g, 31 mmol) was dissolved in ethanol (150 ml), and the solution was mixed with platinum oxide (230 mg) and stirred for 18 hours in a hydrogen atmosphere. After completing the reaction, the reaction solution was filtered and concentrated, and the resulting residue was applied three times to a silica gel chromatography column and eluted with an eluant of n-hexane:ethyl acetate=1:1, to thereby obtain optical isomer A (2.3 g...